Dataset: the Open Reaction Database (ORD), a public repository of structured organic reaction records. Task: describe an organic reaction: reactants, conditions, products, and yield Product: [Si](C)(C)(C(C)(C)C)OC1=CC=C(C(=O)O)C=C1 (4-tert-butyldimethylsilyloxybenzoic acid). Yield: 53000.0%. Reactants: OC1=CC=C(C(=O)O)C=C1 (4-hydroxybenzoic acid), CCN(C(C)C)C(C)C (DIPEA), [Si](C)(C)(C(C)(C)C)Cl (tert-butyldimethylsilyl chloride), OP(=O)(O)O (H3PO4). Reaction conditions: time 12 hour. Reaction SMILES: [OH:1][C:2]1[CH:10]=[CH:9][C:5]([C:6]([OH:8])=[O:7])=[CH:4][CH:3]=1.CCN(C(C)C)C(C)C.[Si:20](Cl)([C:23]([CH3:26])([CH3:25])[CH3:24])([CH3:22])[CH3:21].OP(O)(O)=O>CN(C=O)C.C(Cl)Cl.CO>[Si:20]([O:1][C:2]1[CH:10]=[CH:9][C:5]([C:6]([OH:8])=[O:7])=[CH:4][CH:3]=1)([C:23]([CH3:26])([CH3:25])[CH3:24])([CH3:22])[CH3:21]. Run in CN(C)C=O (DMF), C(Cl)Cl (DCM), CO (methanol). Procedure: To prepare 22, a solution of 4-hydroxybenzoic acid (21, 1.52 g, 10 mmol) in DMF (7 ml) was treated with DIPEA (5.2 ml, 30 mmol) and tert-butyldimethylsilyl chloride (3.7 g, 24.5 mmol). After 12 hours, the mixture was brought to a pH of 4 by addition of 1 M H3PO4. The mixture was extracted twice with hexanes (15 ml). The organic phase was washed twice with water (15 ml), dried over Na2SO4, and concentrated in vacuum. The residue (3.7 g) was dissolved in THF (10 ml), and treated with water (7 ml) ... The reactants are N1C(CC2=CC=CC=C12)=O (oxindole), BrC1=C2C=NNC2=CC(=C1)C=O (4-bromo-1H-indazole-6-carbaldehyde). Product: BrC1=C2C=NNC2=CC(=C1)C=C1C(NC2=CC=CC=C12)=O (3-((4-bromo-1H-indazol-6-yl)methylene)indolin-2-one). RXN SMILES: [NH:1]1[C:9]2[C:4](=[CH:5][CH:6]=[CH:7][CH:8]=2)[CH2:3][C:2]1=[O:10].[Br:11][C:12]1[CH:20]=[C:19]([CH:21]=O)[CH:18]=[C:17]2[C:13]=1[CH:14]=[N:15][NH:16]2>>[Br:11][C:12]1[CH:20]=[C:19]([CH:21]=[C:3]2[C:4]3[C:9](=[CH:8][CH:7]=[CH:6][CH:5]=3)[NH:1][C:2]2=[O:10])[CH:18]=[C:17]2[C:13]=1[CH:14]=[N:15][NH:16]2. Reported procedure: According to the method described for Example A1, oxindole (15 mg, 0.11 mmol) was reacted with 4-bromo-1H-indazole-6-carbaldehyde (25 mg, 0.11 mmol) to give the title compound as an orange solid. The E and Z stereoisomers were separated by HPLC. Procedure: A procedure similar to that described in Preparation 9 was repeated, except that 16.4 g of benzyl N-[2-t-butyldimethylsilyloxy-1(R)-methylethyl]carbamate (prepared as described in Preparation 24), 3.5 g of 10% w/w palladium-on-carbon and 100 ml of ethanol were used, to give 8.55 g of the title compound having an Rf value of 0.27 (on silica gel thin layer chromatography, using a 1:3 by volume mixture of ethyl acetate and hexane as the developing solvent) and having [α]D =-10.1° (methanol, c=1.155... Solvent: C(C)O (ethanol). Product: [Si](C)(C)(C(C)(C)C)OC[C@@H](C)N (2-t-Butyldimethylsilyloxy-1(R)-methylethylamine). Starting materials: [Si](C)(C)(C(C)(C)C)OC[C@@H](C)NC(OCC1=CC=CC=C1)=O (benzyl N-[2-t-butyldimethylsilyloxy-1(R)-methylethyl]carbamate). The reagents and catalysts are [Pd] (palladium-on-carbon). The yield is 89.1%. Reaction SMILES: [Si:1]([O:8][CH2:9][C@H:10]([NH:12]C(=O)OCC1C=CC=CC=1)[CH3:11])([C:4]([CH3:7])([CH3:6])[CH3:5])([CH3:3])[CH3:2]>[Pd].C(O)C>[Si:1]([O:8][CH2:9][C@H:10]([NH2:12])[CH3:11])([C:4]([CH3:7])([CH3:6])[CH3:5])([CH3:3])[CH3:2].